Dataset: the Open Reaction Database (ORD), a public repository of structured organic reaction records. Task: describe an organic reaction: reactants, conditions, products, and yield Starting materials: Brc1ccc2nsnc2c1, OB(O)c1c(-c2ccccn2)nn2c1CCC2. Yields the product c1ccc(-c2nn3c(c2-c2ccc4nsnc4c2)CCC3)nc1. As a reaction SMILES: [Br:1][c:2]1[cH:3][c:4]2[c:5]([n:6][s:7][n:8]2)[cH:9][cH:10]1.[n:11]1[c:12](-[c:17]2[c:18]([B:25]([OH:26])[OH:27])[c:19]3[n:20]([n:21]2)[CH2:22][CH2:23][CH2:24]3)[cH:13][cH:14][cH:15][cH:16]1>>[c:2]1(-[c:18]2[c:17](-[c:12]3[n:11][cH:16][cH:15][cH:14][cH:13]3)[n:21][n:20]3[c:19]2[CH2:24][CH2:23][CH2:22]3)[cH:3][c:4]2[c:5]([n:6][s:7][n:8]2)[cH:9][cH:10]1. The reactants are C(C)(=O)C1=NC=CC(=C1)C(C)C (2-acetyl-4-isopropylpyridine), BrCC(=O)C1=NC=CC(=C1)CC (2-bromoacetyl-4-ethylpyridine). Yields the product BrCC(=O)C1=NC=CC(=C1)C(C)C (2-Bromoacetyl-4-isopropylpyridine). RXN SMILES: [C:1]([C:4]1[CH:9]=[C:8]([CH:10]([CH3:12])[CH3:11])[CH:7]=[CH:6][N:5]=1)(=[O:3])[CH3:2].[Br:13]CC(C1C=C(CC)C=CN=1)=O>>[Br:13][CH2:2][C:1]([C:4]1[CH:9]=[C:8]([CH:10]([CH3:12])[CH3:11])[CH:7]=[CH:6][N:5]=1)=[O:3]. Procedure details: * 2-Bromoacetyl-4-isopropylpyridine was prepared from 2-acetyl-4-isopropylpyridine (K. Ishihama et al., J. Agric. Food Chem., 1992, 40, 1647) according to the procedure for preparing 2-bromoacetyl-4-ethylpyridine described in Example 57. The reactants are [C@H]12CN(CC[C@@H]2CN1C(=O)OCC1=CC=CC=C1)C(=O)OC(C)(C)C ((1S,6R)-8-benzyl 3-tert-butyl 3,8-diazabicyclo[4.2.0]octane-3,8-dicarboxylate), C(=O)(C(F)(F)F)O (TFA). Run in C(Cl)Cl (CH2Cl2). Run at time 2 hour. The product is [C@H]12CNCC[C@@H]2CN1C(=O)OCC1=CC=CC=C1 ((1S,6R)-Benzyl 3,8-diazabicyclo[4.2.0]octane-8-carboxylate). As a reaction SMILES: [C@H:1]12[N:8]([C:9]([O:11][CH2:12][C:13]3[CH:18]=[CH:17][CH:16]=[CH:15][CH:14]=3)=[O:10])[CH2:7][C@H:6]1[CH2:5][CH2:4][N:3](C(OC(C)(C)C)=O)[CH2:2]2.C(O)(C(F)(F)F)=O>C(Cl)Cl>[C@H:1]12[N:8]([C:9]([O:11][CH2:12][C:13]3[CH:18]=[CH:17][CH:16]=[CH:15][CH:14]=3)=[O:10])[CH2:7][C@H:6]1[CH2:5][CH2:4][NH:3][CH2:2]2. Procedure: To (1S,6R)-8-benzyl 3-tert-butyl 3,8-diazabicyclo[4.2.0]octane-3,8-dicarboxylate (300 mg, 0.9 mmol) in CH2Cl2 was added TFA (1:1). After 2 h, the reaction was concentrated and used without further purification. Starting materials: C(C1=CC=CC=C1)O[C@@H]1[C@](O[C@@]([C@@H]([C@H]1OCC1=CC=CC=C1)OCC1=CC=CC=C1)(OC)C1=CC(=C(C=C1)Cl)CC1=CC(=C(C=C1)OCC)F)(C=O)CO ((2S,3S,4S,5R,6S)-3,4,5-tribenzyloxy-6-[4-chloro-3-[(4-ethoxy-3-fluoro-phenyl)methyl]phenyl]-2-(hydroxymethyl)-6-methoxy-tetrahydropyran-2-carbaldehyde), [BH4-].[Na+] (sodium borohydride). Run in mixed solution. Conditions: time 30 minute. The product is C(C1=CC=CC=C1)O[C@@H]1C(O[C@@]([C@@H]([C@H]1OCC1=CC=CC=C1)OCC1=CC=CC=C1)(OC)C1=CC(=C(C=C1)Cl)CC1=CC(=C(C=C1)OCC)F)(CO)CO ([(3S,4S,5R,6S)-3,4,5-tribenzyloxy-6-[4-chloro-3-[(4-ethoxy-3-fluoro-phenyl)methyl]phenyl]-2-(hydroxymethyl)-6-methoxy-tetrahydropyran-2-yl]methanol). The yield is 14.0%. RXN SMILES: [CH2:1]([O:8][C@H:9]1[C@H:14]([O:15][CH2:16][C:17]2[CH:22]=[CH:21][CH:20]=[CH:19][CH:18]=2)[C@@H:13]([O:23][CH2:24][C:25]2[CH:30]=[CH:29][CH:28]=[CH:27][CH:26]=2)[C@@:12]([C:33]2[CH:38]=[CH:37][C:36]([Cl:39])=[C:35]([CH2:40][C:41]3[CH:46]=[CH:45][C:44]([O:47][CH2:48][CH3:49])=[C:43]([F:50])[CH:42]=3)[CH:34]=2)([O:31][CH3:32])[O:11][C@:10]1([CH2:53][OH:54])[CH:51]=[O:52])[C:2]1[CH:7]=[CH:6][CH:5]=[CH:4][CH:3]=1.[BH4-].[Na+]>>[CH2:1]([O:8][C@H:9]1[C@H:14]([O:15][CH2:16][C:17]2[CH:18]=[CH:19][CH:20]=[CH:21][CH:22]=2)[C@@H:13]([O:23][CH2:24][C:25]2[CH:30]=[CH:29][CH:28]=[CH:27][CH:26]=2)[C@@:12]([C:33]2[CH:38]=[CH:37][C:36]([Cl:39])=[C:35]([CH2:40][C:41]3[CH:46]=[CH:45][C:44]([O:47][CH2:48][CH3:49])=[C:43]([F:50])[CH:42]=3)[CH:34]=2)([O:31][CH3:32])[O:11][C:10]1([CH2:51][OH:52])[CH2:53][OH:54])[C:2]1[CH:7]=[CH:6][CH:5]=[CH:4][CH:3]=1 |f:1.2|. Reported procedure: (2S,3S,4S,5R,6S)-3,4,5-tribenzyloxy-6-[4-chloro-3-[(4-ethoxy-3-fluoro-phenyl)methyl]phenyl]-2-(hydroxymethyl)-6-methoxy-tetrahydropyran-2-carbaldehyde 4k (7.9 g, 10.45 mmol) was dissolved in 50 mL of mixed solution (THF and MeOH, v:v=2:3), followed by addition of sodium borohydride (794 mg, 20.9 mmol). The reaction mixture was stirred for 30 minutes. Thereafter, the reaction mixture was concentrated under reduced pressure after a small amount of acetone was added and the resulting residue was pu... The reactants are C(CCC)[Li] (n-butyl-lithium), C(C)(C)(C)OC(=O)N([C@@H](C)C=O)C1CCCCC1 (N-t-butyloxycarbonyl-cyclohexylalaninal), O1CCCC1 (tetrahydrofuran), C(Cl)(Cl)Cl.C(C)(=O)OCC (chloroform ethyl acetate), CC(CCNC(C(=C)C)=O)C (N-(3-methylbutyl)-2-methylpropenamide), O1CCCC1 (tetrahydrofuran). Reagents/catalysts: CC([O-])C.CC([O-])C.CC([O-])C.Cl[Ti+3] (chlorotitanium triisopropoxide). Solvent: CCCCCC (hexane), CCCCCC (hexane). Run at temperature 0 celsius, time 5 minute. Yields the product CC(CCNC(=O)C(=C)CC(C(CC1CCCCC1)NC(=O)OC(C)(C)C)O)C (N-(3-Methylbutyl)-5-t-butyloxycarbonylamino-6-cyclohexyl-1-hexen-4-ol-2-carboxamide). Reaction SMILES: [CH3:1][CH:2]([CH3:11])[CH2:3][CH2:4][NH:5][C:6](=[O:10])[C:7]([CH3:9])=[CH2:8].[CH2:12]([Li])[CH2:13][CH2:14][CH3:15].[C:17]([O:21][C:22]([N:24](C1CCCCC1)[C@H](C=O)C)=[O:23])([CH3:20])([CH3:19])[CH3:18].C(Cl)(Cl)Cl.[C:39](OCC)(=O)C.[O:45]1[CH2:49][CH2:48][CH2:47][CH2:46]1>CCCCCC.CC(C)[O-].CC(C)[O-].CC(C)[O-].Cl[Ti+3]>[CH3:1][CH:2]([CH3:11])[CH2:3][CH2:4][NH:5][C:6]([C:7]([CH2:9][CH:49]([OH:45])[CH:48]([NH:24][C:22]([O:21][C:17]([CH3:20])([CH3:19])[CH3:18])=[O:23])[CH2:47][CH:46]1[CH2:39][CH2:12][CH2:13][CH2:14][CH2:15]1)=[CH2:8])=[O:10] |f:3.4,7.8.9.10|. Procedure: A solution of N-(3-methylbutyl)-2-methylpropenamide (643 mg, 4.15 mmol) in 25 ml of dry tetrahydrofuran was cooled under an N2 atmosphere to -78° C. and treated dropwise with 3.28 ml (8.5 mmol) of n-butyl-lithium in hexane. The resulting solution was warmed to 0° C. for 20 minutes, recooled to -78° C. and treated with 6.2 mL (6.2 mmol) of chlorotitanium triisopropoxide in hexane. After again warming to 0° C. for 5 minutes, the dark solution was recooled to -78° C. treated with a solution of N-t-... The reactants are [H-].[Na+] (NaH), CC1(N(C(N(C1=O)C1=CC(=C(C=C1)NC(C)=O)C(F)(F)F)=O)CCCCCCCCCS(=O)CCCC(C(F)(F)F)(F)F)C (N-[4-(4,4-dimethyl-2,5-dioxo-3-{9-[(4,4,5,5,5-pentafluoropentyl)sulphinyl]-nonyl}imidazolidin-1-yl)-2-(trifluoromethyl)phenyl]acetamide), [H-].[Na+] (sodium hydride), CI (methyl iodide), CI (methyl iodide), O (water). Run in CN(C)C=O (DMF). Reaction conditions: temperature 23 celsius. The product is CC1(N(C(N(C1=O)C1=CC(=C(C=C1)N(C(C)=O)C)C(F)(F)F)=O)CCCCCCCCCS(=O)CCCC(C(F)(F)F)(F)F)C (N-[4-(4,4-dimethyl-2,5-dioxo-3-{9-[(4,4,5,5,5-pentafluoropentyl)sulphinyl]nonyl}imidazolidin-1-yl)-2-(trifluoromethyl)phenyl]-N-methylacetamide). Yield: 72.0%. Reaction SMILES: [H-].[Na+].[CH3:3][C:4]1([CH3:46])[C:8](=[O:9])[N:7]([C:10]2[CH:15]=[CH:14][C:13]([NH:16][C:17](=[O:19])[CH3:18])=[C:12]([C:20]([F:23])([F:22])[F:21])[CH:11]=2)[C:6](=[O:24])[N:5]1[CH2:25][CH2:26][CH2:27][CH2:28][CH2:29][CH2:30][CH2:31][CH2:32][CH2:33][S:34]([CH2:36][CH2:37][CH2:38][C:39]([F:45])([F:44])[C:40]([F:43])([F:42])[F:41])=[O:35].[CH3:47]I.O>CN(C=O)C>[CH3:3][C:4]1([CH3:46])[C:8](=[O:9])[N:7]([C:10]2[CH:15]=[CH:14][C:13]([N:16]([CH3:47])[C:17](=[O:19])[CH3:18])=[C:12]([C:20]([F:23])([F:22])[F:21])[CH:11]=2)[C:6](=[O:24])[N:5]1[CH2:25][CH2:26][CH2:27][CH2:28][CH2:29][CH2:30][CH2:31][CH2:32][CH2:33][S:34]([CH2:36][CH2:37][CH2:38][C:39]([F:45])([F:44])[C:40]([F:41])([F:42])[F:43])=[O:35] |f:0.1|. Procedure: NaH (to 60%) (6 mg, 0.16 mmole) is added under argon to a solution of N-[4-(4,4-dimethyl-2,5-dioxo-3-{9-[(4,4,5,5,5-pentafluoropentyl)sulphinyl]-nonyl}imidazolidin-1-yl)-2 (trifluoromethyl)phenyl]acetamide (100 mg, 0.15 mmole) (prepared according to Example 18) in anhydrous DMF (2 ml). A release of gas accompanies the change in colour of the reaction medium. Stirring is maintained for 1 hour at 23° C. before adding methyl iodide (10 μl, 0.16 mmole). After reaction for 1 hour the same quantity of... Reactants: ClC(=O)OCC=C (allyl chloroformate), N1[C@@H](COCC1)C(=O)OCC (ethyl (3S)-morpholine-3-carboxylate), [OH-].[Na+] (sodium hydroxide). Solvent: O1CCCC1 (tetrahydrofuran), O (water), O1CCCC1 (tetrahydrofuran). The product is C(C=C)OC(=O)N1[C@@H](COCC1)C(=O)OCC (ethyl (3S)-4-allyloxycarbonylmorpholine-3-carboxylate). Reaction SMILES: [NH:1]1[CH2:6][CH2:5][O:4][CH2:3][C@H:2]1[C:7]([O:9][CH2:10][CH3:11])=[O:8].Cl[C:13]([O:15][CH2:16][CH:17]=[CH2:18])=[O:14].[OH-].[Na+]>O1CCCC1.O>[CH2:16]([O:15][C:13]([N:1]1[CH2:6][CH2:5][O:4][CH2:3][C@H:2]1[C:7]([O:9][CH2:10][CH3:11])=[O:8])=[O:14])[CH:17]=[CH2:18] |f:2.3|. Procedure: To a solution of ethyl (3S)-morpholine-3-carboxylate (3.80 g) in a mixture of tetrahydrofuran (40 ml) and water (40 ml) was added a solution of allyl chloroformate (3.36 ml), in tetrahydrofuran (3 ml) under ice-cooling with stirring, keeping the pH between 8.5 and 9.5 with 4N aqueous sodium hydroxide. After stirring for 30 minutes, the mixture was extracted with ethyl acetate (100 ml), dried over magnesium sulfate, and evaporated to give ethyl (3S)-4-allyloxycarbonylmorpholine-3-carboxylate (5.8... Reactants: CC(=O)O[BH-](OC(C)=O)OC(C)=O, Cc1ccc(C=O)s1, ClCCl, COC(=O)c1ccc(N)cc1, [Na+]. Product: COC(=O)c1ccc(NCc2ccc(C)s2)cc1. RXN SMILES: [C:20]([O:21][BH-:22]([O:23][C:24](=[O:25])[CH3:26])[O:27][C:28](=[O:29])[CH3:30])(=[O:31])[CH3:32].[CH3:12][c:13]1[cH:14][cH:15][c:16]([CH:18]=[O:19])[s:17]1.[Cl:34][CH2:35][Cl:36].[NH2:1][c:2]1[cH:3][cH:4][c:5]([C:6](=[O:7])[O:8][CH3:9])[cH:10][cH:11]1.[Na+:33]>>[NH:1]([c:2]1[cH:3][cH:4][c:5]([C:6](=[O:7])[O:8][CH3:9])[cH:10][cH:11]1)[CH2:18][c:16]1[cH:15][cH:14][c:13]([CH3:12])[s:17]1. Reactants: 2-thiophene borane, C([O-])([O-])=O.[K+].[K+] (potassium carbonate), solution, BrC1=C2N=CC=NC2=C(C=C1)Br (5,8-dibromoquinoxaline), Cl (hydrochloric acid), C1CC(=O)N(C1=O)Br (NBS). Reagents/catalysts: [Pd] (palladium). Run in C1CCOC1 (THF), C(Cl)(Cl)Cl (chloroform), C(C)(=O)O (acetic acid). Yields the product N1=CC=NC2=CC=CC=C12 (Quinoxaline). Isolated yield 72.0%. Reaction SMILES: Br[C:2]1[CH:11]=[CH:10][C:9](Br)=[C:8]2[C:3]=1[N:4]=[CH:5][CH:6]=[N:7]2.C(=O)([O-])[O-].[K+].[K+].Cl.C1C(=O)N(Br)C(=O)C1>C1COCC1.[Pd].C(Cl)(Cl)Cl.C(O)(=O)C>[N:4]1[C:3]2[C:8](=[CH:9][CH:10]=[CH:11][CH:2]=2)[N:7]=[CH:6][CH:5]=1 |f:1.2.3|. Reported procedure: In a reactor in a nitrogen atmosphere, while a solution (about 25 ml) of about 3.5 g (about 5.0 mmol) of 5,8-dibromoquinoxaline derivative synthesized in Preparative Example 1 (see: T. Yamamoto, et al. J. Am. Chem. Soc, 1996, Vol. 118, pp. 3930˜3937) and an excess of 2-thiophene borane derivative (about 15.0 mmol) in anhydrous THF was stirred, aqueous potassium carbonate (K2CO3, about 20 g, about 150 mmol) and about 10 mol % (about 578 mg, about 0.5 mmol) of a palladium catalyst (Pd(PPh3)4), bas... The reactants are COCCn1cc(Br)cc([N+](=O)[O-])c1=O, CC(=O)[O-], CC(=O)[O-], CN(C)C=O, CC(C)NC(C)C, OB(O)c1cccc(F)c1F, [Na], [Na], [Na], O, O=S(=O)(O)c1cccc(P(c2cccc(S(=O)(=O)O)c2)c2cccc(S(=O)(=O)O)c2)c1, [Pd+2]. The product is COCCn1cc(-c2cccc(F)c2F)cc([N+](=O)[O-])c1=O. Reaction SMILES: [Br:1][c:2]1[cH:3][c:4]([N+:13](=[O:14])[O-:15])[c:5](=[O:12])[n:6]([CH2:8][CH2:9][O:10][CH3:11])[cH:7]1.[C:73]([O-:74])(=[O:75])[CH3:76].[C:78]([O-:79])(=[O:80])[CH3:81].[CH3:68][N:69]([CH3:70])[CH:71]=[O:72].[CH:27]([NH:28][CH:29]([CH3:30])[CH3:31])([CH3:32])[CH3:33].[F:16][c:17]1[c:18]([B:24]([OH:25])[OH:26])[cH:19][cH:20][cH:21][c:22]1[F:23].[Na:34].[Na:35].[Na:36].[OH2:82].[P:37]([c:38]1[cH:39][c:40]([S:41]([OH:42])(=[O:43])=[O:44])[cH:45][cH:46][cH:47]1)([c:48]1[cH:49][c:50]([S:51]([OH:52])(=[O:53])=[O:54])[cH:55][cH:56][cH:57]1)[c:58]1[cH:59][c:60]([S:61]([OH:62])(=[O:63])=[O:64])[cH:65][cH:66][cH:67]1.[Pd+2:77]>>[c:2]1(-[c:18]2[c:17]([F:16])[c:22]([F:23])[cH:21][cH:20][cH:19]2)[cH:3][c:4]([N+:13](=[O:14])[O-:15])[c:5](=[O:12])[n:6]([CH2:8][CH2:9][O:10][CH3:11])[cH:7]1.